The task is: describe an organic reaction: reactants, conditions, products, and yield. This data is from the Open Reaction Database (ORD), a public repository of structured organic reaction records. The reactants are C(Cl)(Cl)Cl (chloroform), C(C1=CC=CC=C1)O[C@H]1C=C[C@H](C1)OC(C)=O ((-)-acetic acid cis-4-benzyloxy-cyclopent-2-enyl ester), O (water), O.[OH-].[Li+] (lithium hydroxide monohydrate). Run in C1CCOC1.CO.O (THF methanol water). Reaction conditions: time 2 hour. Product: C(C1=CC=CC=C1)O[C@H]1C=C[C@H](C1)O ((+)-cis-4-benzyloxy-cyclopent-2-enol). Yield: 92.8%. As a reaction SMILES: [CH2:1]([O:8][C@@H:9]1[CH2:13][C@H:12]([O:14]C(=O)C)[CH:11]=[CH:10]1)[C:2]1[CH:7]=[CH:6][CH:5]=[CH:4][CH:3]=1.O.[OH-].[Li+].O.C(Cl)(Cl)Cl>C1COCC1.CO.O>[CH2:1]([O:8][C@@H:9]1[CH2:13][C@H:12]([OH:14])[CH:11]=[CH:10]1)[C:2]1[CH:7]=[CH:6][CH:5]=[CH:4][CH:3]=1 |f:1.2.3,6.7.8|. Procedure details: Dissolve (-)-acetic acid cis-4-benzyloxy-cyclopent-2-enyl ester (158 mg, 0.68 mmol, prepared in example 17) in THF/methanol/water (1.5/0.5/0.5 mL). Add lithium hydroxide monohydrate (0.75 mmol) with stirring. After stirring for about 2 hours at room temperature, dilute the reaction with water (10 mL) and extract with tert-butyl methyl ether. Combine the organic phases, dry over anhydrous magnesium sulfate, filter and concentrate under vacuum. Purify the residue by flash chromatography (silica ge...